Dataset: the Open Reaction Database (ORD), a public repository of structured organic reaction records. Task: describe an organic reaction: reactants, conditions, products, and yield Starting materials: CC(=O)O[BH-](OC(C)=O)OC(C)=O, O=C([O-])O, CSCCC=O, CC(O)(C(=O)Nc1ccc(N)cc1Cl)C(F)(F)F, ClCCCl, [Na+], [Na+]. Product: CSCCCNc1ccc(NC(=O)C(C)(O)C(F)(F)F)c(Cl)c1. RXN SMILES: [C:1]([O:2][BH-:3]([O:4][C:5](=[O:6])[CH3:7])[O:8][C:9](=[O:10])[CH3:11])(=[O:12])[CH3:13].[C:39](=[O:40])([O-:41])[OH:42].[CH3:15][S:16][CH2:17][CH2:18][CH:19]=[O:20].[Cl:21][c:22]1[c:23]([NH:29][C:30]([C:31]([C:32]([F:33])([F:34])[F:35])([CH3:36])[OH:37])=[O:38])[cH:24][cH:25][c:26]([NH2:28])[cH:27]1.[Cl:44][CH2:45][CH2:46][Cl:47].[Na+:14].[Na+:43]>>[CH3:15][S:16][CH2:17][CH2:18][CH2:19][NH:28][c:26]1[cH:25][cH:24][c:23]([NH:29][C:30]([C:31]([C:32]([F:33])([F:34])[F:35])([CH3:36])[OH:37])=[O:38])[c:22]([Cl:21])[cH:27]1. Reactants: NC1=CC=C(C(=O)N(C2=CC(=CC=C2)OC)CCN2CCC(CC2)C(C2=CC=C(C=C2)F)=O)C=C1 (4-amino-N-{2-[4-(4-fluorobenzoyl)piperidino]ethyl}-N-(3-methoxyphenyl)benzamide), C(CCCC)(=O)Cl (valeryl chloride). The product is C(CCCC)(=O)NC1=CC=C(C(=O)N(C2=CC(=CC=C2)OC)CCN2CCC(CC2)C(C2=CC=C(C=C2)F)=O)C=C1 (4-Valerylamino-N-{2-[4-(4-fluorobenzoyl)piperidino]ethyl}-N-(3-methoxyphenyl)benzamide). Isolated yield 82.9%. As a reaction SMILES: [NH2:1][C:2]1[CH:35]=[CH:34][C:5]([C:6]([N:8]([CH2:17][CH2:18][N:19]2[CH2:24][CH2:23][CH:22]([C:25](=[O:33])[C:26]3[CH:31]=[CH:30][C:29]([F:32])=[CH:28][CH:27]=3)[CH2:21][CH2:20]2)[C:9]2[CH:14]=[CH:13][CH:12]=[C:11]([O:15][CH3:16])[CH:10]=2)=[O:7])=[CH:4][CH:3]=1.[C:36](Cl)(=[O:41])[CH2:37][CH2:38][CH2:39][CH3:40]>>[C:36]([NH:1][C:2]1[CH:3]=[CH:4][C:5]([C:6]([N:8]([CH2:17][CH2:18][N:19]2[CH2:24][CH2:23][CH:22]([C:25](=[O:33])[C:26]3[CH:27]=[CH:28][C:29]([F:32])=[CH:30][CH:31]=3)[CH2:21][CH2:20]2)[C:9]2[CH:14]=[CH:13][CH:12]=[C:11]([O:15][CH3:16])[CH:10]=2)=[O:7])=[CH:34][CH:35]=1)(=[O:41])[CH2:37][CH2:38][CH2:39][CH3:40]. Reported procedure: Using 4-amino-N-{2-[4-(4-fluorobenzoyl)piperidino]ethyl}-N-(3-methoxyphenyl)benzamide (238.0 mg, 0.50 mmol) and valeryl chloride (0.071 ml, 0.60 mmol), the procedure of Inventive Example 94 was repeated to obtain 232.0 mg (83.0%) of the title compound in a yellow amorphous form. Starting materials: CNC (dimethylamine), Cl (hydrochloric acid), C(C)OC(C)OC(COC1=CC=CC=C1)C1CCC(CC1)=O (4-[1-(1-ethoxy-ethoxy)-2-phenoxyethyl]cyclohexanone), [C-]#N.[K+] (potassium cyanide). Solvent: CO (methanol), O (water), O1CCCC1 (Tetrahydrofuran). Conditions: time 6 hour. Yields the product CN(C1(CCC(CC1)C(COC1=CC=CC=C1)OC(C)OCC)C#N)C (1-Dimethylamino-4-[1-(1-ethoxy-ethoxy)-2-phenoxyethyl]cyclohexanecarbonitrile). Reaction SMILES: [CH3:1][NH:2][CH3:3].Cl.[CH2:5]([O:7][CH:8]([O:10][CH:11]([CH:20]1[CH2:25][CH2:24][C:23](=O)[CH2:22][CH2:21]1)[CH2:12][O:13][C:14]1[CH:19]=[CH:18][CH:17]=[CH:16][CH:15]=1)[CH3:9])[CH3:6].[C-:27]#[N:28].[K+]>O.O1CCCC1.CO>[CH3:1][N:2]([CH3:3])[C:23]1([C:27]#[N:28])[CH2:24][CH2:25][CH:20]([CH:11]([O:10][CH:8]([O:7][CH2:5][CH3:6])[CH3:9])[CH2:12][O:13][C:14]2[CH:19]=[CH:18][CH:17]=[CH:16][CH:15]=2)[CH2:21][CH2:22]1 |f:3.4|. Procedure details: 40% aqueous dimethylamine solution (1.73 ml, 13.7 mmol) was added to a mixture of 4 M hydrochloric acid (747 μl) and methanol (448 μl), while cooling with ice, and the mixture was added to 4-[1-(1-ethoxy-ethoxy)-2-phenoxyethyl]cyclohexanone (880 mg, 2.87 mmol), before potassium cyanide (448 mg, 6.88 mg) was added. Tetrahydrofuran (3 ml) was also added for solubilization. The reaction mixture was stirred at room temperature for 6 h, water (50 ml) was then added and the mixture was extracted with ... Reactants: CCBr, Cc1c(Cl)cccc1Cl, N, O. Yields the product N#Cc1c(Cl)cccc1Cl. As a reaction SMILES: [CH2:10]([Br:11])[CH3:12].[Cl:1][c:2]1[c:3]([CH3:9])[c:4]([Cl:8])[cH:5][cH:6][cH:7]1.[NH3:13].[O:14]>>[Cl:1][c:2]1[c:3]([C:9]#[N:13])[c:4]([Cl:8])[cH:5][cH:6][cH:7]1. Starting materials: CCO, [Cl-], CN(C)NC(=O)c1cc2nccc(Oc3ccc([N+](=O)[O-])cc3F)c2s1, [NH4+]. The product is CN(C)NC(=O)c1cc2nccc(Oc3ccc(N)cc3F)c2s1. As a reaction SMILES: [CH3:29][CH2:30][OH:31].[Cl-:27].[F:1][c:2]1[c:3]([O:4][c:5]2[c:6]3[c:7]([n:8][cH:9][cH:10]2)[cH:11][c:12]([C:14](=[O:15])[NH:16][N:17]([CH3:18])[CH3:19])[s:13]3)[cH:20][cH:21][c:22]([N+:24]([O-:25])=[O:26])[cH:23]1.[NH4+:28]>>[F:1][c:2]1[c:3]([O:4][c:5]2[c:6]3[c:7]([n:8][cH:9][cH:10]2)[cH:11][c:12]([C:14](=[O:15])[NH:16][N:17]([CH3:18])[CH3:19])[s:13]3)[cH:20][cH:21][c:22]([NH2:24])[cH:23]1. The reactants are C1(CC1)C(C)(C1=CC=C(C=C1)C(F)(F)F)C1=CNC2=C(C=CC=C12)CSC (3-{1-Cyclopropyl-1-[4-(trifluoromethyl)phenyl]ethyl}-7-[(methylsulfanyl)methyl]-1H-indole), ClC1=CC=C(C=C1)C(C)(C1CC1)C1=CNC2=C(C=CC=C12)CS(=O)(=O)C (3-[1-(4-Chlorophenyl)-1-cyclopropylethyl]-7-[(methylsulfonyl)methyl]-1H-indole). Yields the product C1(CC1)C(C)(C1=CC=C(C=C1)C(F)(F)F)C1=CNC2=C(C=CC=C12)CS(=O)(=O)C (3-{1-Cyclopropyl-1-[4-(trifluoromethyl)phenyl]ethyl}-7-[(methylsulfonyl)methyl]-1H-indole). As a reaction SMILES: C1(C(C2C3C(=C(CSC)C=CC=3)NC=2)(C2C=CC([C:12]([F:15])([F:14])[F:13])=CC=2)C)CC1.Cl[C:29]1[CH:34]=[CH:33][C:32]([C:35]([C:40]2[C:48]3[C:43](=[C:44]([CH2:49][S:50]([CH3:53])(=[O:52])=[O:51])[CH:45]=[CH:46][CH:47]=3)[NH:42][CH:41]=2)([CH:37]2[CH2:39][CH2:38]2)[CH3:36])=[CH:31][CH:30]=1>>[CH:37]1([C:35]([C:40]2[C:48]3[C:43](=[C:44]([CH2:49][S:50]([CH3:53])(=[O:52])=[O:51])[CH:45]=[CH:46][CH:47]=3)[NH:42][CH:41]=2)([C:32]2[CH:33]=[CH:34][C:29]([C:12]([F:15])([F:14])[F:13])=[CH:30][CH:31]=2)[CH3:36])[CH2:39][CH2:38]1. Procedure details: The title compound was prepared starting from 153 mg (0.39 mmol) of the compound from Example 185 in analogy to the synthesis of the compound from Example 209. 63 mg (38% of theory) of the target compound were obtained.